The task is: describe an organic reaction: reactants, conditions, products, and yield. This data is from the Open Reaction Database (ORD), a public repository of structured organic reaction records. Starting materials: CCc1[nH]c(C(=O)NC2CCN(c3ccc(NC(C)=O)c(C(=O)OC)c3)CC2OC)nc1Cl, C1CCOC1, CO, [Li+], [OH-]. The product is CCc1[nH]c(C(=O)NC2CCN(c3ccc(NC(C)=O)c(C(=O)O)c3)CC2OC)nc1Cl. Reaction SMILES: [C:1]([CH3:2])(=[O:3])[NH:4][c:5]1[c:6]([C:7](=[O:8])[O:9][CH3:10])[cH:11][c:12]([N:15]2[CH2:16][CH:17]([O:32][CH3:33])[CH:18]([NH:21][C:22](=[O:23])[c:24]3[nH:25][c:26]([CH2:30][CH3:31])[c:27]([Cl:29])[n:28]3)[CH2:19][CH2:20]2)[cH:13][cH:14]1.[CH2:38]1[O:39][CH2:40][CH2:41][CH2:42]1.[CH3:36][OH:37].[Li+:34].[OH-:35]>>[C:1]([CH3:2])(=[O:3])[NH:4][c:5]1[c:6]([C:7](=[O:8])[OH:9])[cH:11][c:12]([N:15]2[CH2:16][CH:17]([O:32][CH3:33])[CH:18]([NH:21][C:22](=[O:23])[c:24]3[nH:25][c:26]([CH2:30][CH3:31])[c:27]([Cl:29])[n:28]3)[CH2:19][CH2:20]2)[cH:13][cH:14]1. Starting materials: O=C([O-])[O-], CNCCC(C)C, CCOC(C)=O, O=[N+]([O-])c1ccc(Cl)nc1, [K+], [K+], CN(C)C=O. The product is CC(C)CCN(C)c1ccc([N+](=O)[O-])cn1. Reaction SMILES: [C:18](=[O:19])([O-:20])[O-:21].[CH3:11][NH:12][CH2:13][CH2:14][CH:15]([CH3:16])[CH3:17].[CH3:29][CH2:30][O:31][C:32]([CH3:33])=[O:34].[Cl:1][c:2]1[n:3][cH:4][c:5]([N+:8](=[O:9])[O-:10])[cH:6][cH:7]1.[K+:22].[K+:23].[O:24]=[CH:25][N:26]([CH3:27])[CH3:28]>>[c:2]1([N:12]([CH3:11])[CH2:13][CH2:14][CH:15]([CH3:16])[CH3:17])[n:3][cH:4][c:5]([N+:8](=[O:9])[O-:10])[cH:6][cH:7]1. Starting materials: ClC=1C(=NC=C(C1)C(F)(F)F)N1CCNCCC1 (1-[3-chloro-5-(trifluoromethyl)pyridin-2-yl]-1,4-diazepane), ClC=1C=CC=2N(N1)C(=NN2)C(F)(F)F (6-chloro-3-(trifluoromethyl)-[1,2,4]triazolo[4,3-b]pyridazine). Yields the product ClC=1C(=NC=C(C1)C(F)(F)F)N1CCN(CCC1)C=1C=CC=2N(N1)C(=NN2)C(F)(F)F (6-[4-[3-chloro-5-(trifluoromethyl)pyridin-2-yl]-1,4-diazepan-1-yl]-3-(trifluoromethyl)-[1,2,4]triazolo[4,3-b]pyridazine). As a reaction SMILES: [Cl:1][C:2]1[C:3]([N:12]2[CH2:18][CH2:17][CH2:16][NH:15][CH2:14][CH2:13]2)=[N:4][CH:5]=[C:6]([C:8]([F:11])([F:10])[F:9])[CH:7]=1.Cl[C:20]1[CH:21]=[CH:22][C:23]2[N:24]([C:26]([C:29]([F:32])([F:31])[F:30])=[N:27][N:28]=2)[N:25]=1>>[Cl:1][C:2]1[C:3]([N:12]2[CH2:18][CH2:17][CH2:16][N:15]([C:20]3[CH:21]=[CH:22][C:23]4[N:24]([C:26]([C:29]([F:30])([F:32])[F:31])=[N:27][N:28]=4)[N:25]=3)[CH2:14][CH2:13]2)=[N:4][CH:5]=[C:6]([C:8]([F:9])([F:10])[F:11])[CH:7]=1. Procedure: A mixture of 1-[3-chloro-5-(trifluoromethyl)pyridin-2-yl]-1,4-diazepane and 6-chloro-3-(trifluoromethyl)-[1,2,4]triazolo[4,3-b]pyridazine was allowed to react by General Synthetic Method 3. The crude product was purified by hplc using a Waters XTerra C18 column (5μ silica, 19 mm diameter, 100 mm length) eluted with decreasingly polar mixtures of water (containing 0.1% aqueous ammonia) and acetonitrile as eluents to give 6-[4-[3-chloro-5-(trifluoromethyl)pyridin-2-yl]-1,4-diazepan-1-yl]-3-(triflu... Reactants: CC1(NC(CC(NC1)=O)(C)C)C (2,2,7,7-tetramethyl-1,4-diazacycloheptan-5-one), C(C=C)N=C=O (allyl isocyanate). Yields the product 26, C(C=C)NC(=O)N1CC(NC(CC1=O)(C)C)(C)C (4-allylcarbamoyl-2,2,7,7-tetramethyl-1,4-diazacycloheptan-5-one). RXN SMILES: [CH3:1][C:2]1([CH3:12])[CH2:8][NH:7][C:6](=[O:9])[CH2:5][C:4]([CH3:11])([CH3:10])[NH:3]1.[CH2:13]([N:16]=[C:17]=[O:18])[CH:14]=[CH2:15]>>[CH2:13]([NH:16][C:17]([N:7]1[C:6](=[O:9])[CH2:5][C:4]([CH3:11])([CH3:10])[NH:3][C:2]([CH3:12])([CH3:1])[CH2:8]1)=[O:18])[CH:14]=[CH2:15]. Procedure: Using the same conditions as in Example 4, 17 parts of 2,2,7,7-tetramethyl-1,4-diazacycloheptan-5-one and 9 parts of allyl isocyanate afforded 26 parts of 4-allylcarbamoyl-2,2,7,7-tetramethyl-1,4-diazacycloheptan-5-one which was purified by distillation at 131°-135°C and 0.3mm pressure. The colourless oil gave the following elemental analysis by weight: The reactants are BrC=1C=CC=2N(C3=CC=C(C=C3C2C1)Br)CC(CN1CCN(CC1)CC1OC1)O ((±)-1-(3,6-dibromo-carbazol-9-yl)-3-(4-oxiranylmethyl-piperazin-1-yl)-propan-2-ol), CN (methyl amine). Reaction conditions: time 16 hour. Product: BrC=1C=CC=2N(C3=CC=C(C=C3C2C1)Br)CC(CN1CCN(CC1)CC(CNC)O)O ((±)-1-(3,6-Dibromo-carbazol-9-yl)-3-[4-(2-hydroxy-3-methylamino-propyl)-piperazin-1-yl]-propan-2-ol). Isolated yield 90.0%. As a reaction SMILES: [Br:1][C:2]1[CH:3]=[CH:4][C:5]2[N:6]([CH2:16][CH:17]([OH:29])[CH2:18][N:19]3[CH2:24][CH2:23][N:22]([CH2:25][CH:26]4[CH2:28][O:27]4)[CH2:21][CH2:20]3)[C:7]3[C:12]([C:13]=2[CH:14]=1)=[CH:11][C:10]([Br:15])=[CH:9][CH:8]=3.[CH3:30][NH2:31]>>[Br:15][C:10]1[CH:9]=[CH:8][C:7]2[N:6]([CH2:16][CH:17]([OH:29])[CH2:18][N:19]3[CH2:20][CH2:21][N:22]([CH2:25][CH:26]([OH:27])[CH2:28][NH:31][CH3:30])[CH2:23][CH2:24]3)[C:5]3[C:13]([C:12]=2[CH:11]=1)=[CH:14][C:2]([Br:1])=[CH:3][CH:4]=3. Reported procedure: To (±)-1-(3,6-dibromo-carbazol-9-yl)-3-(4-oxiranylmethyl-piperazin-1-yl)-propan-2-ol (0.110 g, 0.21 mmol) is added methyl amine (3 mL, 2M in MeOH). The resulting mixture was stirred for 16 hr at rt. Concentration in vacuo, flash chromatography on a 2×14 cm2 column of SiO2 using (ACN:(aqueous NH4OH-25%)) (5:1) as eluting solvent gives the title compound as a white foam in a 90% yield. M.p.: 65-75° C. Slow addition of HCl (1 mL, 1M in Et2O) into a solution of the above compound in DCM (2 mL) gives... The reactants are N(=O)[O-].[Na+] (sodium nitrite), O.O.[Sn](Cl)Cl (tin(II) chloride dihydrate), NC1=C(C(=O)O)C=C(C(=C1)Br)F (2-amino-4-bromo-5-fluorobenzoic acid). Solvent: O (water), Cl (HCl), Cl (HCl), O (water). Reaction conditions: time 30 minute. Yields the product Cl.BrC1=CC(=C(C(=O)O)C=C1F)NN (4-bromo-5-fluoro-2-hydrazinylbenzoic acid hydrochloride). Isolated yield 44.0%. Reaction SMILES: [NH2:1][C:2]1[CH:10]=[C:9]([Br:11])[C:8]([F:12])=[CH:7][C:3]=1[C:4]([OH:6])=[O:5].[N:13]([O-])=O.[Na+].O.O.[Sn](Cl)[Cl:20]>Cl.O>[ClH:20].[Br:11][C:9]1[C:8]([F:12])=[CH:7][C:3]([C:4]([OH:6])=[O:5])=[C:2]([NH:1][NH2:13])[CH:10]=1 |f:1.2,3.4.5,8.9|. Procedure: A suspension of 2-amino-4-bromo-5-fluorobenzoic acid (10.0 g, 42.7 mmol) in a mixture of 37% aqueous HCl (42.7 mL) and water (14.3 mL), cooled with a NaCl -ice bath, was treated dropwise with a solution of sodium nitrite (3.24 g, 47.0 mmol) in water (15.7 mL). When addition was complete, the mixture was stirred for 30 min more. A solution of tin(II) chloride dihydrate (28.9 g, 128 mmol) in 37% aqueous HCl (27.5 mL) was added dropwise. The cooling bath was removed and the mixture was stirred at r... Reactants: CCOC(C)=O, O=S(=O)(c1ccc(C(CC2CCOCC2)c2ccc(-c3ccccn3)[nH]2)cc1)C1CC1, O=C1CCC(=O)N1Cl, C1CCOC1. The product is O=S(=O)(c1ccc(C(CC2CCOCC2)c2cc(Cl)c(-c3ccccn3)[nH]2)cc1)C1CC1. RXN SMILES: [CH3:45][CH2:46][O:47][C:48](=[O:49])[CH3:50].[CH:1]1([S:4](=[O:5])(=[O:6])[c:7]2[cH:8][cH:9][c:10]([CH:13]([CH2:14][CH:15]3[CH2:16][CH2:17][O:18][CH2:19][CH2:20]3)[c:21]3[cH:22][cH:23][c:24](-[c:26]4[n:27][cH:28][cH:29][cH:30][cH:31]4)[nH:25]3)[cH:11][cH:12]2)[CH2:2][CH2:3]1.[Cl:32][N:33]1[C:34](=[O:35])[CH2:36][CH2:37][C:38]1=[O:39].[O:40]1[CH2:41][CH2:42][CH2:43][CH2:44]1>>[CH:1]1([S:4](=[O:5])(=[O:6])[c:7]2[cH:8][cH:9][c:10]([CH:13]([CH2:14][CH:15]3[CH2:16][CH2:17][O:18][CH2:19][CH2:20]3)[c:21]3[cH:22][c:23]([Cl:32])[c:24](-[c:26]4[n:27][cH:28][cH:29][cH:30][cH:31]4)[nH:25]3)[cH:11][cH:12]2)[CH2:2][CH2:3]1. Reactants: [N+](=O)([O-])C1=CC=C(C=C1)N1CCN(CC1)CCN (4-(4-nitrophenyl)piperazin-1-ylethylamine), ClC1=CC=C(C=C1)C1=CC(=NN1C(C)(C)C)C=O (5-(4-chlorophenyl)-1-t-butylpyrazole-3-carbaldehyde). The product is C(C)(C)(C)N1N=C(C=C1C1=CC=C(C=C1)Cl)CNCCN1CCN(CC1)C1=CC=C(C=C1)[N+](=O)[O-] (1-t-butyl-5-(4-chlorophenyl)-3-{2-[4-(4-nitrophenyl)piperazin-1-yl]ethyl}aminomethylpyrazole). Yield: 50.4%. Reaction SMILES: [N+:1]([C:4]1[CH:9]=[CH:8][C:7]([N:10]2[CH2:15][CH2:14][N:13]([CH2:16][CH2:17][NH2:18])[CH2:12][CH2:11]2)=[CH:6][CH:5]=1)([O-:3])=[O:2].[Cl:19][C:20]1[CH:25]=[CH:24][C:23]([C:26]2[N:30]([C:31]([CH3:34])([CH3:33])[CH3:32])[N:29]=[C:28]([CH:35]=O)[CH:27]=2)=[CH:22][CH:21]=1>>[C:31]([N:30]1[C:26]([C:23]2[CH:22]=[CH:21][C:20]([Cl:19])=[CH:25][CH:24]=2)=[CH:27][C:28]([CH2:35][NH:18][CH2:17][CH2:16][N:13]2[CH2:12][CH2:11][N:10]([C:7]3[CH:6]=[CH:5][C:4]([N+:1]([O-:3])=[O:2])=[CH:9][CH:8]=3)[CH2:15][CH2:14]2)=[N:29]1)([CH3:34])([CH3:33])[CH3:32]. Procedure: Compound 57 was prepared using the same method as that of Example 1 except that 4-(4-nitrophenyl)piperazin-1-ylethylamine and 5-(4-chlorophenyl)-1-t-butylpyrazole-3-carbaldehyde were used. Starting materials: Cl.CC1=NC=C(C(=C1O)CNC(S)=N)C=C (2-methyl-3-hydroxy-4-isothioureidomethyl-5-vinylpyridine hydrochloride), [Cl-].[NH4+] (ammonium chloride), O1CCCC1 (tetrahydrofuran), O1CCCC1.CCOCC (tetrahydrofuran ether), [H-].[Al+3].[Li+].[H-].[H-].[H-] (lithium aluminum hydride). Conditions: time 30 minute. Product: CC1=NC=C(C(=C1O)CS)C=C (2-methyl-3-hydroxy-4-mercaptomethyl-5-vinylpyridine). As a reaction SMILES: Cl.CC1C(O)=C(CN[C:12](=N)[SH:13])C(C=C)=CN=1.[O:17]1[CH2:21][CH2:20][CH2:19][CH2:18]1.CCO[CH2:25][CH3:26].[H-].[Al+3].[Li+].[H-].[H-].[H-].[Cl-].[NH4+:34].O1[CH2:39][CH2:38]CC1>>[CH3:38][C:39]1[C:21]([OH:17])=[C:20]([CH2:12][SH:13])[C:19]([CH:25]=[CH2:26])=[CH:18][N:34]=1 |f:0.1,2.3,4.5.6.7.8.9,10.11|. Procedure details: The isothioureido compound from Example 25, Step A, (0.1 mole) in 200 ml. of tetrahydrofuran:ether (3:1 v/v) is added to excess lithium aluminum hydride under ether and nitrogen at 0° C. over 30 minutes. After stirring one hour at room temperature, it is poured into a mixture of tetrahydrofuran and saturated ammonium chloride solution. The water layer is separated and extracted with 2×400 ml. of tetrahydrofuran. The combined tetrahydrofuran solutions are dried and evaporated to dryness to give 2...